The task is: describe an organic reaction: reactants, conditions, products, and yield. This data is from the Open Reaction Database (ORD), a public repository of structured organic reaction records. Starting materials: CN1CCC(CC1)C1=CNC2=CC=C(C=C12)B(O)O (3-(1-methylpiperidin-4-yl)-1H-indole-5-boronic acid), BrC1=CC=C(C=C1)NC(C1=CC=C(C=C1)F)=O (1-bromo-4-(4-fluorobenzamido)benzene), C([O-])([O-])=O.[Na+].[Na+] (sodium carbonate). Procedure: The title compound was prepared by the procedure of Example 10, beginning with 3-(1-methylpiperidin-4-yl)-1H-indole-5-boronic acid (0.200 g, 0.77 mmol), 1-bromo-4-(4-fluorobenzamido)benzene (0.217 g, 0.74 mmol), tetrakis(triphenylphosphine)palladium(0) (0.045 g, 0.039 mol), and 2M aqueous sodium carbonate solution (2 mL) in 15 mL of tetrahydrofuran:methanol (1:1) to give the title compound (0.093 g, 29%) as an amorphous solid. FDMS m/e=427 (M+). EA calculated for C27H26N3OF: C, 75.85; H, 6.13; N... RXN SMILES: [CH3:1][N:2]1[CH2:7][CH2:6][CH:5]([C:8]2[C:16]3[C:11](=[CH:12][CH:13]=[C:14](B(O)O)[CH:15]=3)[NH:10][CH:9]=2)[CH2:4][CH2:3]1.Br[C:21]1[CH:26]=[CH:25][C:24]([NH:27][C:28](=[O:36])[C:29]2[CH:34]=[CH:33][C:32]([F:35])=[CH:31][CH:30]=2)=[CH:23][CH:22]=1.C(=O)([O-])[O-].[Na+].[Na+]>O1CCCC1.CO.C1C=CC([P]([Pd]([P](C2C=CC=CC=2)(C2C=CC=CC=2)C2C=CC=CC=2)([P](C2C=CC=CC=2)(C2C=CC=CC=2)C2C=CC=CC=2)[P](C2C=CC=CC=2)(C2C=CC=CC=2)C2C=CC=CC=2)(C2C=CC=CC=2)C2C=CC=CC=2)=CC=1>[F:35][C:32]1[CH:33]=[CH:34][C:29]([C:28]([NH:27][C:24]2[CH:25]=[CH:26][C:21]([C:14]3[CH:15]=[C:16]4[C:11](=[CH:12][CH:13]=3)[NH:10][CH:9]=[C:8]4[CH:5]3[CH2:6][CH2:7][N:2]([CH3:1])[CH2:3][CH2:4]3)=[CH:22][CH:23]=2)=[O:36])=[CH:30][CH:31]=1 |f:2.3.4,5.6,^1:53,55,74,93|. The product is FC1=CC=C(C(=O)NC2=CC=C(C=C2)C=2C=C3C(=CNC3=CC2)C2CCN(CC2)C)C=C1 (5-(4-(4-Fluorobenzamido)phenyl)-3-(1-Methylpiperidin-4-yl)-1H-Indole). Run in O1CCCC1.CO (tetrahydrofuran methanol). Isolated yield 29.4%. Reagents/catalysts: C=1C=CC(=CC1)[P](C=2C=CC=CC2)(C=3C=CC=CC3)[Pd]([P](C=4C=CC=CC4)(C=5C=CC=CC5)C=6C=CC=CC6)([P](C=7C=CC=CC7)(C=8C=CC=CC8)C=9C=CC=CC9)[P](C=1C=CC=CC1)(C=1C=CC=CC1)C=1C=CC=CC1 (tetrakis(triphenylphosphine)palladium(0)).